From a dataset of the Open Reaction Database (ORD), a public repository of structured organic reaction records. describe an organic reaction: reactants, conditions, products, and yield Reactants: CC(=O)Nc1cccc(-c2nc(-c3ccc(SCc4ccccc4)cc3)no2)n1, CCO, Cl, O. Product: Nc1cccc(-c2nc(-c3ccc(SCc4ccccc4)cc3)no2)n1, Cl. As a reaction SMILES: [CH2:3]([c:4]1[cH:5][cH:6][cH:7][cH:8][cH:9]1)[S:10][c:11]1[cH:12][cH:13][c:14](-[c:17]2[n:18][o:19][c:20](-[c:22]3[cH:23][cH:24][cH:25][c:26]([NH:28][C:29](=[O:30])[CH3:31])[n:27]3)[n:21]2)[cH:15][cH:16]1.[CH3:32][CH2:33][OH:34].[ClH:2].[OH2:1]>>[CH2:3]([c:4]1[cH:5][cH:6][cH:7][cH:8][cH:9]1)[S:10][c:11]1[cH:12][cH:13][c:14](-[c:17]2[n:18][o:19][c:20](-[c:22]3[cH:23][cH:24][cH:25][c:26]([NH2:28])[n:27]3)[n:21]2)[cH:15][cH:16]1.[ClH:2]. Starting materials: suspension, [H-].[Na+] (sodium hydride), O=C1NN=C(C2=CC=CC=C12)CC(=O)OCC (ethyl 3,4-dihydro-4-oxo-1-phthalazineacetate), ClCC=CC1=C(C(=CC=C1)C(F)(F)F)F (1-(3-chloro-1-propenyl) -2-fluoro-3-(trifluoromethyl) benzene), O (water). The solvent is CN(C)C=O (DMF), CN(C)C=O (DMF). Reaction conditions: temperature 60 celsius, time 1 hour. Product: FC1=C(C=CC=C1C(F)(F)F)/C=C/CN1N=C(C2=CC=CC=C2C1=O)CC(=O)OCC (Ethyl (E)-3-[3-[2-fluoro-3-(trifluoromethyl)phenyl]-2-propenyl]-3,4-dihydro-4-oxo-1-phthalazineacetate). Reaction SMILES: [H-].[Na+].[O:3]=[C:4]1[C:13]2[C:8](=[CH:9][CH:10]=[CH:11][CH:12]=2)[C:7]([CH2:14][C:15]([O:17][CH2:18][CH3:19])=[O:16])=[N:6][NH:5]1.Cl[CH2:21][CH:22]=[CH:23][C:24]1[CH:29]=[CH:28][CH:27]=[C:26]([C:30]([F:33])([F:32])[F:31])[C:25]=1[F:34].O>CN(C=O)C>[F:34][C:25]1[C:26]([C:30]([F:31])([F:32])[F:33])=[CH:27][CH:28]=[CH:29][C:24]=1/[CH:23]=[CH:22]/[CH2:21][N:5]1[C:4](=[O:3])[C:13]2[C:8](=[CH:9][CH:10]=[CH:11][CH:12]=2)[C:7]([CH2:14][C:15]([O:17][CH2:18][CH3:19])=[O:16])=[N:6]1 |f:0.1|. Procedure: 64.8 g (1.62 mol) of a 60% suspension of sodium hydride in oil are added portionwise under a nitrogen atmosphere to a solution of 341.9 g (1.472 mol) of ethyl 3,4-dihydro-4-oxo-1-phthalazineacetate (prepared according to the process described in Patent EP 2895) in 5 l of anhydrous DMF, the temperature being maintained between 25° and 30° C. The addition lasts approximately one hour. The mixture is then heated for 30 minutes at 60° C. The mixture is cooled to room temperature and a mixture of 421... Reactants: BrCCCCOC1=CC2=C(C(=NS2)C2=CC=C(C=C2)Br)C=C1 (6-(4-Bromo-butoxy)-3-(4-bromo-phenyl)-benzo[d]isothiazole), COCCNCCOC (bis(2-methoxyethyl)amine). Yields the product BrC1=CC=C(C=C1)C1=NSC2=C1C=CC(=C2)OCCCCN(CCOC)CCOC ([4-[3-(4-Bromo-phenyl)-benzo[d]isothiazol-6-yloxy]-butyl]-bis-(2-methoxy-ethyl)-amine). As a reaction SMILES: Br[CH2:2][CH2:3][CH2:4][CH2:5][O:6][C:7]1[CH:22]=[CH:21][C:10]2[C:11]([C:14]3[CH:19]=[CH:18][C:17]([Br:20])=[CH:16][CH:15]=3)=[N:12][S:13][C:9]=2[CH:8]=1.[CH3:23][O:24][CH2:25][CH2:26][NH:27][CH2:28][CH2:29][O:30][CH3:31]>>[Br:20][C:17]1[CH:18]=[CH:19][C:14]([C:11]2[C:10]3[CH:21]=[CH:22][C:7]([O:6][CH2:5][CH2:4][CH2:3][CH2:2][N:27]([CH2:28][CH2:29][O:30][CH3:31])[CH2:26][CH2:25][O:24][CH3:23])=[CH:8][C:9]=3[S:13][N:12]=2)=[CH:15][CH:16]=1. Reported procedure: According to the method in example 5, 6-(4-Bromo-butoxy)-3-(4-bromo-phenyl)-benzo[d]isothiazole and bis(2-methoxyethyl)amine were converted to yield [4-[3-(4-Bromo-phenyl)-benzo[d]isothiazol-6-yloxy]-butyl]-bis-(2-methoxy-ethyl)-amine as light yellow oil, MS: 493 (MH+, 1Br). The reactants are BrC1=CC=C(C=C1)S(=O)(=O)Cl (4-bromobenzenesulfonyl chloride), NC=1C(=NOC1C)C (4-amino-3,5-dimethylisoxazole), intermediate 1. The solvent is N1=CC=CC=C1 (pyridine). The product is BrC1=CC=C(C=C1)S(=O)(=O)NC=1C(=NOC1C)C (4-Bromo-N-(3,5-dimethyl-isoxazol-4-yl)-benzenesulfonamide). Isolated yield 86.6%. Reaction SMILES: [Br:1][C:2]1[CH:7]=[CH:6][C:5]([S:8](Cl)(=[O:10])=[O:9])=[CH:4][CH:3]=1.[NH2:12][C:13]1[C:14]([CH3:19])=[N:15][O:16][C:17]=1[CH3:18]>N1C=CC=CC=1>[Br:1][C:2]1[CH:7]=[CH:6][C:5]([S:8]([NH:12][C:13]2[C:14]([CH3:19])=[N:15][O:16][C:17]=2[CH3:18])(=[O:10])=[O:9])=[CH:4][CH:3]=1. Procedure details: Prepared from 4-bromobenzenesulfonyl chloride (4.56 g, 17.9 mmol) and 4-amino-3,5-dimethylisoxazole (2.02 g, 18.0 mmol) in pyridine (36 ml) according to the method of intermediate 1, to give the title compound as a white solid (5.15 g, 15.5 mmol, 87%). 5H (CDCl3, 300K) 7.69 (2H, dd, J=6.9 Hz 1.7 Hz), 7.65 (2H, dd, J=6.9 Hz 1.7 Hz), 6.11 (1H, s), 2.12 (3H, s), 1.91 (3H, s). m/z (ES+, 70V) 333.0 (MH+). The reactants are C(C)(C)(C)OC(=O)N1CC(CC1)NC(=O)C=1SC=CC1NC1=C2C(=NC=C1)NC=C2 (3-{[3-(1H-Pyrrolo[2,3-b]pyridin-4-ylamino)-thiophene-2-carbonyl]-amino}-pyrrolidine-1-carboxylic acid tert-butyl ester), O(C1=CC=CC=C1)CCN (2-phenoxyethylamine). The product is O(C1=CC=CC=C1)CCNC(=O)C=1SC=CC1NC1=C2C(=NC=C1)NC=C2 (3-(1H-Pyrrolo[2,3-b]pyridin-4-ylamino)-thiophene-2-carboxylic acid (2-phenoxy-ethyl)-amide). RXN SMILES: C(OC(N1C[CH2:11][CH:10]([NH:13][C:14]([C:16]2[S:17][CH:18]=[CH:19][C:20]=2[NH:21][C:22]2[CH:27]=[CH:26][N:25]=[C:24]3[NH:28][CH:29]=[CH:30][C:23]=23)=[O:15])C1)=O)(C)(C)C.[O:31](CCN)[C:32]1[CH:37]=[CH:36][CH:35]=[CH:34][CH:33]=1>>[O:31]([CH2:11][CH2:10][NH:13][C:14]([C:16]1[S:17][CH:18]=[CH:19][C:20]=1[NH:21][C:22]1[CH:27]=[CH:26][N:25]=[C:24]2[NH:28][CH:29]=[CH:30][C:23]=12)=[O:15])[C:32]1[CH:37]=[CH:36][CH:35]=[CH:34][CH:33]=1. Reported procedure: This compound was prepared in an analogous manner as 3-{[3-(1H-Pyrrolo[2,3-b]pyridin-4-ylamino)-thiophene-2-carbonyl]-amino}-pyrrolidine-1-carboxylic acid tert-butyl ester using 2-phenoxyethylamine instead of 1-BOC-3-aminopyrrolidine. LCMS (ESI) 379 (M+H) 1H NMR (400 MHz, DMSO-d6) δ ppm 11.93 (1H, br. s.) 10.42 (1H, s) 8.34 (1H, t, J=5.47 Hz) 8.04 (1H, d, J=6.15 Hz) 7.85 (1H, d, J=5.37 Hz) 7.42 (1H, d, J=5.37 Hz) 7.37 (1H, d, J=3.51 Hz) 7.21-7.28 (2H, m) 6.89-6.97 (1H, m) 6.87 (2H, dd, J=8.74, 1... Reaction conditions: temperature 0 celsius, time 5 minute. Solvent: C(C)#N (acetonitrile), O (water). Yields the product N1=CC(=CC=C1)C (3-picoline), BrC1=NN(C(=C1)C(=O)NC1=C(C=C(C=C1C)Cl)C(C(=O)O)=O)C1=NC=CC=C1Cl (2-[[[3-bromo-1-(3-chloro-2-pyridinyl)-1H-pyrazol-5-yl]carbonyl]amino]-5-chloro-3-methyl-α-oxobenzeneacetic acid). Procedure details: To a suspension of 3-bromo-1-(3-chloro-2-pyridinyl)-1H-pyrazole-5-carboxylic acid (see PCT Patent Publication WO 03/015519 for preparation) (97.6% purity, 3.25 g, 10.5 mmol) and 5-chloro-7-methylindoline-2,3-dione (K. Tsuji et al., Bioorg. Med. Chem. Letters, 2002, 12(17), pp 2427-2430) (1.96 g, 10.0 mmol) in dry acetonitrile (12 mL) was added 3-picoline (2.60 g, 28 mmol). The mixture was cooled to 0° C., and then methanesulfonyl chloride (1.48 g, 12.9 mmol) was added dropwise at 0-10° C. After ... As a reaction SMILES: [Br:1][C:2]1[CH:6]=[C:5]([C:7]([OH:9])=O)[N:4]([C:10]2[C:15]([Cl:16])=[CH:14][CH:13]=[CH:12][N:11]=2)[N:3]=1.[Cl:17][C:18]1[CH:19]=[C:20]2[C:24](=[C:25]([CH3:27])[CH:26]=1)[NH:23][C:22](=[O:28])[C:21]2=[O:29].N1C=CC=C(C)C=1.CS(Cl)(=O)=[O:39]>C(#N)C.O>[N:23]1[CH:22]=[CH:21][CH:27]=[C:25]([CH3:26])[CH:24]=1.[Br:1][C:2]1[CH:6]=[C:5]([C:7]([NH:23][C:24]2[C:25]([CH3:27])=[CH:26][C:18]([Cl:17])=[CH:19][C:20]=2[C:21](=[O:29])[C:22]([OH:39])=[O:28])=[O:9])[N:4]([C:10]2[C:15]([Cl:16])=[CH:14][CH:13]=[CH:12][N:11]=2)[N:3]=1. The reactants are N1=CC(=CC=C1)C (3-picoline), CS(=O)(=O)Cl (methanesulfonyl chloride), BrC1=NN(C(=C1)C(=O)O)C1=NC=CC=C1Cl (3-bromo-1-(3-chloro-2-pyridinyl)-1H-pyrazole-5-carboxylic acid), ClC=1C=C2C(C(NC2=C(C1)C)=O)=O (5-chloro-7-methylindoline-2,3-dione), N1=CC(=CC=C1)C (3-picoline), CS(=O)(=O)Cl (methanesulfonyl chloride). Starting materials: C(N)(=O)C1(C2=CC=CC=C2C=2C=CC=CC12)CCC(C)=O (9-Carbamoyl-9-(3-oxobutyl)fluorene), C(C)N (ethylamine), [H][H] (hydrogen). Solvent: C(C)O (ethanol). Yields the product C(N)(=O)C1(C2=CC=CC=C2C=2C=CC=CC12)CCC(C)NCC (9-Carbamoyl-9-(3-ethylaminobutyl)fluorene). RXN SMILES: [C:1]([C:4]1([CH2:17][CH2:18][C:19](=O)[CH3:20])[C:16]2[CH:15]=[CH:14][CH:13]=[CH:12][C:11]=2[C:10]2[C:5]1=[CH:6][CH:7]=[CH:8][CH:9]=2)(=[O:3])[NH2:2].[CH2:22]([NH2:24])[CH3:23].[H][H]>C(O)C>[C:1]([C:4]1([CH2:17][CH2:18][CH:19]([NH:24][CH2:22][CH3:23])[CH3:20])[C:5]2[CH:6]=[CH:7][CH:8]=[CH:9][C:10]=2[C:11]2[C:16]1=[CH:15][CH:14]=[CH:13][CH:12]=2)(=[O:3])[NH2:2]. Procedure details: A solution of 8.5 g. of 9-carbamoyl 9-(3-oxobutyl)fluorene from Example 2 in 400 ml of ethanol containing 5.0 g. of 5% polladium on carbon and 35 ml. of ethylamine was stirred at 150° C. for eight hours under 1000 psi of hydrogen. The reaction mixture was cooled, filtered and concentrated to dryness. The product was dissolved in 100 ml. of ethyl acetate and 100 ml. of diethyl ether and the solution was extracted several times with 6N hydrochloric acid. The acidic extracts were combined, cooled i... Reactants: CCOC(=O)C(CC(C)C)(C(=O)OCC)C(NC(C)=O)[PH](=O)O, Cl, [Li+], [OH-], O, O. Yields the product CCOC(=O)C(CC(C)C)(C(=O)O)C(NC(C)=O)[PH](=O)O. Reaction SMILES: [C:1]([CH3:2])(=[O:3])[NH:4][CH:5]([C:6]([C:7](=[O:8])[O:9][CH2:10][CH3:11])([C:12](=[O:13])[O:14][CH2:15][CH3:16])[CH2:17][CH:18]([CH3:19])[CH3:20])[PH:21](=[O:22])[OH:23].[ClH:27].[Li+:26].[OH-:25].[OH2:24].[OH2:28]>>[C:1]([CH3:2])(=[O:3])[NH:4][CH:5]([C:6]([C:7](=[O:8])[O:9][CH2:10][CH3:11])([C:12](=[O:13])[OH:14])[CH2:17][CH:18]([CH3:19])[CH3:20])[PH:21](=[O:22])[OH:23]. Starting materials: CC(C(C(C(SC1=CC=CC=C1)C1=CC=C(C=C1)F)N1N=CN=C1)=O)(C)C (4,4-dimethyl-1-(4-fluorophenyl)-1-phenylthio-2-(1,2,4-triazol-1-yl)-pentan-3-one), [BH4-].[Na+] (sodium borohydride). Run in C(C)(C)O (isopropyl alcohol). Reaction conditions: time 2 day. The product is CC(C(C(C(SC1=CC=CC=C1)C1=CC=C(C=C1)F)N1N=CN=C1)O)(C)C (4,4-dimethyl-1-(4-fluorophenyl)-1-phenylthio-2-(1,2,4-triazol-1-yl)-pentan-3-ol). Isolated yield 77.8%. Reaction SMILES: [CH3:1][C:2]([CH3:27])([CH3:26])[C:3](=[O:25])[CH:4]([N:20]1[CH:24]=[N:23][CH:22]=[N:21]1)[CH:5]([C:13]1[CH:18]=[CH:17][C:16]([F:19])=[CH:15][CH:14]=1)[S:6][C:7]1[CH:12]=[CH:11][CH:10]=[CH:9][CH:8]=1.[BH4-].[Na+]>C(O)(C)C>[CH3:1][C:2]([CH3:27])([CH3:26])[CH:3]([OH:25])[CH:4]([N:20]1[CH:24]=[N:23][CH:22]=[N:21]1)[CH:5]([C:13]1[CH:14]=[CH:15][C:16]([F:19])=[CH:17][CH:18]=1)[S:6][C:7]1[CH:8]=[CH:9][CH:10]=[CH:11][CH:12]=1 |f:1.2|. Procedure details: 9.5 g (25 millimols) of 4,4-dimethyl-1-(4-fluorophenyl)-1-phenylthio-2-(1,2,4-triazol-1-yl)-pentan-3-one (Example 3) were suspended in 150 ml of isopropyl alcohol and 0.5 g (12.5 millimols) of sodium borohydride were added in portions. After 2 days, the mixture was evaporated down in vacuo and the residue was decomposed with dilute acetic acid. The organic phase was taken up in methylene chloride, and the methylene chloride solution was washed with water, dried over sodium sulphate, filtered and...